Dataset: the Open Reaction Database (ORD), a public repository of structured organic reaction records. Task: describe an organic reaction: reactants, conditions, products, and yield Reactants: C(C1=CC=CC=C1)N1[C@@]2(C(CC[C@H]1[C@@H](C2)S(=O)(=O)C2=CC=CC=C2)=O)C2=CC=CC=C2 ((1R*,5S*,6R*)-8-Benzyl-1-phenyl-6-phenylsulphonyl-8-azabicyclo[3.2.1]octan-2-one), [BH4-].[Na+] (Sodium borohydride), CO (methanol). The solvent is C1CCOC1 (THF). Run at time 20 minute. Yields the product CCCC(C)C (iso-hexane), C(C1=CC=CC=C1)N1[C@@]2([C@@H](CC[C@H]1[C@@H](C2)S(=O)(=O)C2=CC=CC=C2)O)C2=CC=CC=C2 ((1R*,2R*,5S*,6R*)-8-Benzyl-1-phenyl-6-phenylsulphonyl-8-azabicyclo[3.2.1 ]octan-2-ol). Isolated yield 193.6%. Reaction SMILES: [CH2:1]([N:8]1[C@@H:13]2[C@H:14]([S:16]([C:19]3[CH:24]=[CH:23][CH:22]=[CH:21][CH:20]=3)(=[O:18])=[O:17])[CH2:15][C@@:9]1([C:26]1[CH:31]=[CH:30][CH:29]=[CH:28][CH:27]=1)[C:10](=[O:25])[CH2:11][CH2:12]2)[C:2]1[CH:7]=[CH:6][CH:5]=[CH:4][CH:3]=1.CO.[BH4-].[Na+]>C1COCC1>[CH3:5][CH2:4][CH2:3][CH:2]([CH3:7])[CH3:1].[CH2:1]([N:8]1[C@@H:13]2[C@H:14]([S:16]([C:19]3[CH:20]=[CH:21][CH:22]=[CH:23][CH:24]=3)(=[O:17])=[O:18])[CH2:15][C@@:9]1([C:26]1[CH:31]=[CH:30][CH:29]=[CH:28][CH:27]=1)[C@H:10]([OH:25])[CH2:11][CH2:12]2)[C:2]1[CH:7]=[CH:6][CH:5]=[CH:4][CH:3]=1 |f:2.3|. Reported procedure: (1R*,5S*,6R*)-8-Benzyl-1-phenyl-6-phenylsulphonyl-8-azabicyclo[3.2.1]octan-2-one (Description 3; 3.05 g, 7.03 mmol) was dissolved in hot THF (10 ml) and methanol (150 ml) was added. The mixture was heated at reflux for 2 minutes and cooled to +5° C. Sodium borohydride (600 mg, 15.8 mmol) was added. The reaction mixture was stirred for 20 minutes at +5° C. The cooling bath was removed and the mixture was stirred for 90 minutes at ambient temperature. Saturated aqueous NaHCO3 (10 ml) was added and... The reactants are N1=CC=C2N1C(C=CN2)=O (Pyrazolo[1,5-a]pyrimidin-7(4H)-one), P(=O)(Cl)(Cl)Cl (phosphorus oxychloride), C(C)(C)N(CC)C(C)C (diisopropylethylamine). Reaction conditions: temperature 90 celsius, time 8 hour. Product: ClC1=CC=NC=2N1N=CC2 (7-Chloropyrazolo[1,5-a]pyrimidine). Isolated yield 14.6%. RXN SMILES: [N:1]1[N:5]2[C:6](=O)[CH:7]=[CH:8][NH:9][C:4]2=[CH:3][CH:2]=1.P(Cl)(Cl)([Cl:13])=O.C(N(C(C)C)CC)(C)C>>[Cl:13][C:6]1[N:5]2[N:1]=[CH:2][CH:3]=[C:4]2[N:9]=[CH:8][CH:7]=1. Procedure: Pyrazolo[1,5-a]pyrimidin-7(4H)-one (0.50 g, 3.70 mmols), phosphorus oxychloride (0.88 ml, 9.62 mmols) and diisopropylethylamine (DIEA, 0.13 ml, 0.74 mmols) were mixed and stirred at 90° C. overnight. It was poured onto water/ice, extracted with dichloromethane and washed with brine. It was dried, filtered and concentrated in vacuum. It was purified by chromatography (Silica gel, Hexane/Ethyl acetate 9:1) to afford the expected compound (83 mg, 71%).